From a dataset of the Open Reaction Database (ORD), a public repository of structured organic reaction records. describe an organic reaction: reactants, conditions, products, and yield Starting materials: CC(C)(C)OC(=O)CBr, CC#N, NCc1ccccc1. Product: CC(C)(C)OC(=O)CNCc1ccccc1. Reaction SMILES: [Br:1][CH2:2][C:3](=[O:4])[O:5][C:6]([CH3:7])([CH3:8])[CH3:9].[CH3:18][C:19]#[N:20].[NH2:10][CH2:11][c:12]1[cH:13][cH:14][cH:15][cH:16][cH:17]1>>[CH2:2]([C:3](=[O:4])[O:5][C:6]([CH3:7])([CH3:8])[CH3:9])[NH:10][CH2:11][c:12]1[cH:13][cH:14][cH:15][cH:16][cH:17]1. The reactants are C1(=CC=CC=C1)C (toluene), [OH-].[Na+] (sodium hydroxide), S1C(=CC=C1)SCCC(=O)O (3-(2-thienylthio)propanoic acid), S1C(=CC=C1)SCCC(=O)O (3-(2-thienylthio)propanoic acid), FC(C(=O)OC(C(F)(F)F)=O)(F)F (trifluoroacetic anhydride). The solvent is CCCCCC (hexane), O (water), C(C)(=O)OCC (ethyl acetate), C(Cl)(Cl)Cl (CHCl3). Run at time 1.5 hour. Product: S1C=CC2=C1SCCC2=O (5,6-Dihydro-4H-thieno[2,3-b]thiopyran-4-one). RXN SMILES: C1(C)C=CC=CC=1.[S:8]1[CH:12]=[CH:11][CH:10]=[C:9]1[S:13][CH2:14][CH2:15][C:16]([OH:18])=O.FC(F)(F)C(OC(=O)C(F)(F)F)=O.[OH-].[Na+]>C(Cl)(Cl)Cl.C(OCC)(=O)C.CCCCCC.O>[S:8]1[C:9]2[S:13][CH2:14][CH2:15][C:16](=[O:18])[C:10]=2[CH:11]=[CH:12]1 |f:3.4|. Procedure details: In a 2-L three-neck round-bottom flask fitted with an overhead mechanical stirrer, thermometer, addition funnel, reflux condenser, and nitrogen bubbler vented through an acid-vapor scrubber was placed the toluene solution of 11 (130.7 g, 695 mmol). The reaction mixture was brought to an initial temperature of 20° C. and trifluoroacetic anhydride (161 g, 765 mmol) was added over 5 minutes to the stirred solution of 11. The reaction was then heated to 35°-38° C. and stirred for about 1.5 hours. Th... The reactants are CC=1C=C(C=C(C1)C)SC1=C(N)C=CC=C1 (2-(3,5-dimethylphenylsulfanyl)aniline), NC=1SC=CN1 (2-aminothiazole), CC=1C=C(C=C(C1)C)SC1=C(N)C=CC=C1 (2-(3,5-dimethylphenylsulfanyl)aniline), CC=1C=C(C=C(C1)C)S (3,5-dimethylthiophenol), FC1=C(C=CC=C1)[N+](=O)[O-] (2-fluoronitrobenzene). Yields the product CC=1C=C(C=C(C1)C)SC1=C(C=CC=C1)[N+](=O)[O-] (2-(3,5-Dimethylphenylsulfanyl)nitrobenzene), CC=1C=C(C=C(C1)C)SC1=C(C=CC=C1)NC(=O)NC=1SC=CN1 (N-[2-(3,5-Dimethylphenylsulfanyl)phenyl]-N′-(thiazol-2-yl)urea). Yield: 74.0%. As a reaction SMILES: [CH3:1][C:2]1[CH:3]=[C:4]([SH:9])[CH:5]=[C:6]([CH3:8])[CH:7]=1.F[C:11]1[CH:16]=[CH:15][CH:14]=[CH:13][C:12]=1[N+:17]([O-:19])=[O:18].[CH3:20][C:21]1[CH:22]=[C:23]([S:28][C:29]2[CH:35]=[CH:34][CH:33]=[CH:32][C:30]=2[NH2:31])[CH:24]=[C:25]([CH3:27])[CH:26]=1.[NH2:36][C:37]1SC=[CH:40][N:41]=1>>[CH3:1][C:2]1[CH:3]=[C:4]([S:9][C:11]2[CH:16]=[CH:15][CH:14]=[CH:13][C:12]=2[N+:17]([O-:19])=[O:18])[CH:5]=[C:6]([CH3:8])[CH:7]=1.[CH3:27][C:25]1[CH:24]=[C:23]([S:28][C:29]2[CH:35]=[CH:34][CH:33]=[CH:32][C:30]=2[NH:31][C:40]([NH:41][C:37]2[S:9][CH:4]=[CH:3][N:36]=2)=[O:18])[CH:22]=[C:21]([CH3:20])[CH:26]=1. Procedure details: 2-(3,5-Dimethylphenylsulfanyl)nitrobenzene (1.01 g, 78%) was prepared from 3,5-dimethylthiophenol (0.76 g, 5.5 mmol) and 2-fluoronitrobenzene (0.71 g, 5.0 mmol) following the general procedure A. This compound was reduced to 2-(3,5-dimethylphenylsulfanyl)aniline (0.64 g, 72%) following the general procedure B. N-[2-(3,5-Dimethylphenylsulfanyl)phenyl]-N′-(thiazol-2-yl)urea (131 mg, 74%) was prepared from 2-(3,5-dimethylphenylsulfanyl)aniline (115 mg, 0.5 mmol) and 2-aminothiazole (60 mg, 0.6 mmol... The reactants are C1CCOC1, O=[N+]([O-])c1ccccc1F, [H-], Nc1ccccn1, [Na+], [Na+], [Na+], O=C([O-])[O-]. Product: Nc1ncccc1-c1ccccc1[N+](=O)[O-]. RXN SMILES: [CH2:26]1[O:27][CH2:28][CH2:29][CH2:30]1.[F:10][c:11]1[c:12]([N+:17](=[O:18])[O-:19])[cH:13][cH:14][cH:15][cH:16]1.[H-:1].[NH2:3][c:4]1[n:5][cH:6][cH:7][cH:8][cH:9]1.[Na+:20].[Na+:21].[Na+:2].[O-:22][C:23](=[O:24])[O-:25]>>[NH2:3][c:4]1[n:5][cH:6][cH:7][cH:8][c:9]1-[c:11]1[c:12]([N+:17](=[O:18])[O-:19])[cH:13][cH:14][cH:15][cH:16]1. Starting materials: NS(=O)(=O)C=1C=C(C=CC1)NC=1C2=C(N=C(N1)NC1=CC=C(C=C1)N(C(C)=O)C)N(C=C2)S(=O)(=O)C2=CC=C(C)C=C2 (N-(4-(4-(3-aminosulfonyl-phenylamino)-7-tosyl-7H-pyrrolo[2,3-d]pyrimidin-2-ylamino)phenyl)-N-methylacetamide), [OH-].[K+] (KOH). Solvent: CO (MeOH). Run at temperature 60 celsius. Yields the product NS(=O)(=O)C=1C=C(C=CC1)NC=1C2=C(N=C(N1)NC1=CC=C(C=C1)N(C(C)=O)C)NC=C2 (N-(4-(4-(3-aminosulfonyl-phenylamino)-7H-pyrrolo[2,3-d]pyrimidin-2-ylamino)phenyl)-N-methylacetamide). Isolated yield 47.0%. As a reaction SMILES: [NH2:1][S:2]([C:5]1[CH:6]=[C:7]([NH:11][C:12]2[C:13]3[CH:32]=[CH:31][N:30](S(C4C=CC(C)=CC=4)(=O)=O)[C:14]=3[N:15]=[C:16]([NH:18][C:19]3[CH:24]=[CH:23][C:22]([N:25]([CH3:29])[C:26](=[O:28])[CH3:27])=[CH:21][CH:20]=3)[N:17]=2)[CH:8]=[CH:9][CH:10]=1)(=[O:4])=[O:3].[OH-].[K+]>CO>[NH2:1][S:2]([C:5]1[CH:6]=[C:7]([NH:11][C:12]2[C:13]3[CH:32]=[CH:31][NH:30][C:14]=3[N:15]=[C:16]([NH:18][C:19]3[CH:20]=[CH:21][C:22]([N:25]([CH3:29])[C:26](=[O:28])[CH3:27])=[CH:23][CH:24]=3)[N:17]=2)[CH:8]=[CH:9][CH:10]=1)(=[O:4])=[O:3] |f:1.2|. Reported procedure: To a solution of N-(4-(4-(3-aminosulfonyl-phenylamino)-7-tosyl-7H-pyrrolo[2,3-d]pyrimidin-2-ylamino)phenyl)-N-methylacetamide (20 mg, 0.033 mmol) in MeOH (2 mL), aq. 1N KOH (0.60 mL, 0.60 mmol) was added. The mixture was heated at 60° C. for 3 h. It was concentrated in vacuo. The residue was acidified with HOAc (1 mL) before being purified by HPLC to give the titled compound (7 mg). MS 452.0 (M+H); UV 208.5, 284.1, 317.4 nm. Starting materials: BrC=1N=CC(=C2C1NC=C2C(C(=O)N2CCN(CC2)C2=NN=NN2C2=CC=CC=C2)=O)F (1-(7-bromo-4-fluoro-1H-pyrrolo[2,3-c]pyridin-3-yl)-2-(4-(1-phenyl-1H-tetrazol-5-yl)piperazin-1-yl)ethane-1,2-dione), O1CCOCC1 (1,4-dioxane), C(CCC)[Sn](CCCC)(CCCC)C#N (tributyltin cyanide). Reagents/catalysts: C=1C=CC(=CC1)[P](C=2C=CC=CC2)(C=3C=CC=CC3)[Pd]([P](C=4C=CC=CC4)(C=5C=CC=CC5)C=6C=CC=CC6)([P](C=7C=CC=CC7)(C=8C=CC=CC8)C=9C=CC=CC9)[P](C=1C=CC=CC1)(C=1C=CC=CC1)C=1C=CC=CC1 (Pd(PPh3)4). Run at temperature 100 celsius. Product: FC1=C2C(=C(N=C1)C(=O)N)NC=C2C(C(N2CCN(CC2)C2=NN=NN2C2=CC=CC=C2)=O)=O (4-fluoro-3-(2-oxo-2-(4-(1-phenyl-1H-tetrazol-5-yl)piperazin-1-yl)acetyl)-1H-pyrrolo[2,3-c]pyridine-7-carboxamide). Reaction SMILES: Br[C:2]1[N:3]=[CH:4][C:5]([F:32])=[C:6]2[C:10]([C:11](=[O:31])[C:12]([N:14]3[CH2:19][CH2:18][N:17]([C:20]4[N:24]([C:25]5[CH:30]=[CH:29][CH:28]=[CH:27][CH:26]=5)[N:23]=[N:22][N:21]=4)[CH2:16][CH2:15]3)=[O:13])=[CH:9][NH:8][C:7]=12.C([Sn]([C:46]#[N:47])(CCCC)CCCC)CCC.[O:48]1CCOCC1>C1C=CC([P]([Pd]([P](C2C=CC=CC=2)(C2C=CC=CC=2)C2C=CC=CC=2)([P](C2C=CC=CC=2)(C2C=CC=CC=2)C2C=CC=CC=2)[P](C2C=CC=CC=2)(C2C=CC=CC=2)C2C=CC=CC=2)(C2C=CC=CC=2)C2C=CC=CC=2)=CC=1>[F:32][C:5]1[CH:4]=[N:3][C:2]([C:46]([NH2:47])=[O:48])=[C:7]2[NH:8][CH:9]=[C:10]([C:11](=[O:31])[C:12](=[O:13])[N:14]3[CH2:19][CH2:18][N:17]([C:20]4[N:24]([C:25]5[CH:30]=[CH:29][CH:28]=[CH:27][CH:26]=5)[N:23]=[N:22][N:21]=4)[CH2:16][CH2:15]3)[C:6]=12 |^1:57,59,78,97|. Reported procedure: To a sealable flask containing 1-(7-bromo-4-fluoro-1H-pyrrolo[2,3-c]pyridin-3-yl)-2-(4-(1-phenyl-1H-tetrazol-5-yl)piperazin-1-yl)ethane-1,2-dione (1.0 g, 2.0 mmol) in 1,4-dioxane (20 mL) was added tributyltin cyanide (0.70 g, 2.2 mmol) followed by Pd(PPh3)4 (0.12 g, 0.1 mmol). The mixture was flushed with N2, and the tube was sealed and heated to 100° C. After 20 h of heating, the mixture was cooled to rt, and was diluted with MeOH (50 mL) and was filtered through a pad of celite to remove solid... Yield: 15.4%. As a reaction SMILES: C(=[N:14][NH2:15])(C1C=CC=CC=1)C1C=CC=CC=1.CC(C)([O-])C.[K+].[Br:22][C:23]1[CH:24]=[CH:25][C:26](F)=[C:27]([C:29]([C:31]2[CH:36]=[C:35]([CH:37]([CH3:39])[CH3:38])[CH:34]=[C:33]([CH:40]([CH3:42])[CH3:41])[C:32]=2[O:43][CH2:44][CH3:45])=O)[CH:28]=1>C1COCC1>[Br:22][C:23]1[CH:28]=[C:27]2[C:26](=[CH:25][CH:24]=1)[NH:15][N:14]=[C:29]2[C:31]1[CH:36]=[C:35]([CH:37]([CH3:39])[CH3:38])[CH:34]=[C:33]([CH:40]([CH3:42])[CH3:41])[C:32]=1[O:43][CH2:44][CH3:45] |f:1.2|. Reaction conditions: time 30 minute. The solvent is C1CCOC1 (THF), C1CCOC1 (THF). Reported procedure: Benzophenone hydrazone (232 mg, 1.2 mmol) was added to a solution of potassium t-butoxide (132 mg, 1.2 mmol) in 10 ml of THF. After stirring for 30 min. at ambient temperature under a nitrogen atmosphere, a solution of (5-bromo-2-fluoro-phenyl)-(2-ethoxy-3,5-diisopropyl-phenyl)-methanone (400 mg, 1.0 mmol) in THF (10 mL) was added and the reaction was stirred for 12 h, then quenched with saturated ammonium chloride solution (20 mL) and extracted with ether (2×20 mL). The organic layers were comb... Product: BrC=1C=C2C(=NNC2=CC1)C1=C(C(=CC(=C1)C(C)C)C(C)C)OCC (5-bromo-3-(2-ethoxy-3,5-diisopropyl-phenyl)-1H-indazole). The reactants are C(C1=CC=CC=C1)(C1=CC=CC=C1)=NN (Benzophenone hydrazone), CC(C)([O-])C.[K+] (potassium t-butoxide), BrC=1C=CC(=C(C1)C(=O)C1=C(C(=CC(=C1)C(C)C)C(C)C)OCC)F ((5-bromo-2-fluoro-phenyl)-(2-ethoxy-3,5-diisopropyl-phenyl)-methanone).